Task: describe an organic reaction: reactants, conditions, products, and yield. Dataset: the Open Reaction Database (ORD), a public repository of structured organic reaction records The reactants are CCC1C(=O)N(C)c2cnc(Cl)nc2N1C(C)C, NCCN. Product: CCC1C(=O)N(C)c2cnc(NCCN)nc2N1C(C)C. Reaction SMILES: [Cl:1][c:2]1[n:3][c:4]2[c:9]([cH:10][n:11]1)[N:8]([CH3:12])[C:7](=[O:13])[CH:6]([CH2:14][CH3:15])[N:5]2[CH:16]([CH3:17])[CH3:18].[NH2:19][CH2:20][CH2:21][NH2:22]>>[c:2]1([NH:22][CH2:21][CH2:20][NH2:19])[n:3][c:4]2[c:9]([cH:10][n:11]1)[N:8]([CH3:12])[C:7](=[O:13])[CH:6]([CH2:14][CH3:15])[N:5]2[CH:16]([CH3:17])[CH3:18]. Reactants: ClC1=CC=C(C=C1)C=C(C(C(C)(C)C)=O)N1N=CN=C1 (1-(4-chlorophenyl)-4,4-dimethyl-2-(1,2,4-triazole-1-yl)-1-pentene-3-one), [BH4-].[Na+] (sodium borohydride). Run in CO (methanol). The product is ClC1=CC=C(C=C1)C=C(C(C(C)(C)C)O)N1N=CN=C1 (1-(4-chlorophenyl)-4,4-dimethyl-2-(1,2,4-triazole-1-yl)-1-pentene-3-ol). The yield is 76.0%. RXN SMILES: [Cl:1][C:2]1[CH:7]=[CH:6][C:5]([CH:8]=[C:9]([N:16]2[CH:20]=[N:19][CH:18]=[N:17]2)[C:10](=[O:15])[C:11]([CH3:14])([CH3:13])[CH3:12])=[CH:4][CH:3]=1.[BH4-].[Na+]>CO>[Cl:1][C:2]1[CH:7]=[CH:6][C:5]([CH:8]=[C:9]([N:16]2[CH:20]=[N:19][CH:18]=[N:17]2)[CH:10]([OH:15])[C:11]([CH3:14])([CH3:13])[CH3:12])=[CH:4][CH:3]=1 |f:1.2|. Reported procedure: The II-B isomer (2.9 g, 0.01 mole; m.p. 78°-79° C.) of 1-(4-chlorophenyl)-4,4-dimethyl-2-(1,2,4-triazole-1-yl)-1-pentene-3-one (Compound No. 1') was dissolved in methanol (50 ml). The isomer was allowed to react with sodium borohydride and then treated in the same manner as in Example 1. The residue obtained was recrystallized from a 1:10 mixture of carbon tetrachloride and n-hexane to obtain 2.2 g (yield 76%) of the I'-B isomer (m.p. 116°-117° C.) of Compound No. 1. The elementary analysis and ... The reactants are C(#N)C1CN(C1)C([C@@H](C)NC(=O)C1=CN(C2=NC=C(N=C21)C2=CN=C1N2C=CC=C1)COCC[Si](C)(C)C)=O (2-Imidazo[1,2-a]pyridin-3-yl-5-(2-trimethylsilanyl-ethoxymethyl)-5H-pyrrolo[2,3-b]pyrazine-7-carboxylic acid [(R)-2-(3-cyano-azetidin-1-yl)-1-methyl-2-oxo-ethyl]-amide), C(=O)(C(F)(F)F)O (TFA). RXN SMILES: [C:1]([CH:3]1[CH2:6][N:5]([C:7](=[O:39])[C@H:8]([NH:10][C:11]([C:13]2[C:21]3[C:16](=[N:17][CH:18]=[C:19]([C:22]4[N:26]5[CH:27]=[CH:28][CH:29]=[CH:30][C:25]5=[N:24][CH:23]=4)[N:20]=3)[N:15](COCC[Si](C)(C)C)[CH:14]=2)=[O:12])[CH3:9])[CH2:4]1)#[N:2].C(O)(C(F)(F)F)=O>>[C:1]([CH:3]1[CH2:6][N:5]([C:7](=[O:39])[C@H:8]([NH:10][C:11]([C:13]2[C:21]3[C:16](=[N:17][CH:18]=[C:19]([C:22]4[N:26]5[CH:27]=[CH:28][CH:29]=[CH:30][C:25]5=[N:24][CH:23]=4)[N:20]=3)[NH:15][CH:14]=2)=[O:12])[CH3:9])[CH2:4]1)#[N:2]. Product: C(#N)C1CN(C1)C([C@@H](C)NC(=O)C1=CNC2=NC=C(N=C21)C2=CN=C1N2C=CC=C1)=O (2-imidazo[1,2-a]pyridin-3-yl-5H-pyrrolo[2,3-b]pyrazine-7-carboxylic acid [(R)-2-(3-cyano-azetidin-1-yl)-1-methyl-2-oxo-ethyl]-amide). Reported procedure: 2-Imidazo[1,2-a]pyridin-3-yl-5-(2-trimethylsilanyl-ethoxymethyl)-5H-pyrrolo[2,3-b]pyrazine-7-carboxylic acid [(R)-2-(3-cyano-azetidin-1-yl)-1-methyl-2-oxo-ethyl]-amide was deprotected using the described two step procedure (TFA followed by aqueous base) followed by chromatography to give 2-imidazo[1,2-a]pyridin-3-yl-5H-pyrrolo[2,3-b]pyrazine-7-carboxylic acid [(R)-2-(3-cyano-azetidin-1-yl)-1-methyl-2-oxo-ethyl]-amide. (ES+): 414. 1H NMR (300 MHz, DMSO-d6) δ: 12.9 (m, 1H, 9.86 (m, 1H) 9.11 (s, 1H... Reactants: C(C)OC(CC1=C(C=CC(=C1)OCC1=CC=CC=C1)Cl)=O ((5-Benzyloxy-2-chloro-phenyl)-acetic acid ethyl ester). Run in CCO (EtOH). Reaction conditions: temperature 50 celsius, time 8 hour. Product: C(C)OC(CC1=C(C=CC(=C1)O)Cl)=O ((2-Chloro-5-hydroxy-phenyl)-acetic acid ethyl ester). As a reaction SMILES: [CH2:1]([O:3][C:4](=[O:21])[CH2:5][C:6]1[CH:11]=[C:10]([O:12]CC2C=CC=CC=2)[CH:9]=[CH:8][C:7]=1[Cl:20])[CH3:2]>CCO>[CH2:1]([O:3][C:4](=[O:21])[CH2:5][C:6]1[CH:11]=[C:10]([OH:12])[CH:9]=[CH:8][C:7]=1[Cl:20])[CH3:2]. Reported procedure: (5-Benzyloxy-2-chloro-phenyl)-acetic acid ethyl ester (1.7 g, 5.6 mmol) was dissolved in EtOH (30 mL) and degassed with N2. 5% Palladium on carbon (1 g) was added, and the reaction was purged with H2 and then stirred under an H2 balloon at 50° C. overnight. The mixture was filtered and concentrated to give the title compound. The reactants are N (Ammonia), C(C)(C)(C)OC(=O)C=1C=C(C=CC1)C1=CC=C(CBr)C=C1 (4-(3-tert-butoxycarbonylphenyl) benzyl bromide). The solvent is CO (methanol). Conditions: time 8 hour. Yields the product C(=O)(O)C=1C=C(C=CC1)C1=CC=C(CN)C=C1 (4-(3-carboxyphenyl)benzylamine), hydrochloride salt. The yield is 41.0%. As a reaction SMILES: [NH3:1].C([O:6][C:7]([C:9]1[CH:10]=[C:11]([C:15]2[CH:22]=[CH:21][C:18]([CH2:19]Br)=[CH:17][CH:16]=2)[CH:12]=[CH:13][CH:14]=1)=[O:8])(C)(C)C>CO>[C:7]([C:9]1[CH:10]=[C:11]([C:15]2[CH:22]=[CH:21][C:18]([CH2:19][NH2:1])=[CH:17][CH:16]=2)[CH:12]=[CH:13][CH:14]=1)([OH:6])=[O:8]. Reported procedure: Ammonia gas was passed through a cooled solution of 4-(3-tert-butoxycarbonylphenyl) benzyl bromide (65 g, 0.18 mol) in methanol (2 L) for 6 h. Then the reaction mixture was stirred at RT overnight. Methanol was removed under vacuum. To the residue 6N aqueous solution of HCl (200 mL) was added and stirred overnight. Concentrated completely to get 4-(3-carboxyphenyl)benzylamine as a hydrochloride salt (20 g, 41%). Starting materials: COc1c(F)c(NCc2ccccc2)c(F)c(OC)c1C(=O)O, Clc1ccccc1. Product: COc1cc(OC)c(F)c(NCc2ccccc2)c1F. As a reaction SMILES: [CH2:1]([c:2]1[cH:3][cH:4][cH:5][cH:6][cH:7]1)[NH:8][c:9]1[c:10]([F:23])[c:11]([O:21][CH3:22])[c:12]([C:13]([OH:14])=[O:15])[c:16]([O:19][CH3:20])[c:17]1[F:18].[Cl:24][c:25]1[cH:26][cH:27][cH:28][cH:29][cH:30]1>>[CH2:1]([c:2]1[cH:3][cH:4][cH:5][cH:6][cH:7]1)[NH:8][c:9]1[c:10]([F:23])[c:11]([O:21][CH3:22])[cH:12][c:16]([O:19][CH3:20])[c:17]1[F:18]. Starting materials: NC1=CC=C(C=C1)C1=CC=C(N1C)C#N (5-(4-aminophenyl)-1-methyl-1H-pyrrole-2-carbonitrile), CS(=O)(=O)Cl (methane sulfonyl chloride). The product is C(#N)C1=CC=C(N1C)C1=CC=C(C=C1)N(S(=O)(=O)C)S(=O)(=O)C (N-[4-(5-cyano-1-methyl-1H-pyrrol-2-yl)phenyl]-N-(methylsulfonyl)methanesulfonamide). Reaction SMILES: [NH2:1][C:2]1[CH:7]=[CH:6][C:5]([C:8]2[N:12]([CH3:13])[C:11]([C:14]#[N:15])=[CH:10][CH:9]=2)=[CH:4][CH:3]=1.[CH3:16][S:17](Cl)(=[O:19])=[O:18]>>[C:14]([C:11]1[N:12]([CH3:13])[C:8]([C:5]2[CH:6]=[CH:7][C:2]([N:1]([S:17]([CH3:16])(=[O:19])=[O:18])[S:17]([CH3:16])(=[O:19])=[O:18])=[CH:3][CH:4]=2)=[CH:9][CH:10]=1)#[N:15]. Procedure details: The title compound was prepared according to general procedure for sulfonylation of 5-(4-aminophenyl)-1-methyl-1H-pyrrole-2-carbonitrile using methane sulfonyl chloride (43 μL, 0.55 mmol) to provide N-[4-(5-cyano-1-methyl-1H-pyrrol-2-yl)phenyl]-N-(methylsulfonyl)methanesulfonamide (0.021 g). Reactants: CC1CN(Cc2ccc(N(C)C(=O)c3ccc(C(=O)c4ccc(C(F)(F)F)cc4)cc3)cc2)CCN1C(=O)OC(C)(C)C, Cl, C1COCCO1. The product is CC1CN(Cc2ccc(N(C)C(=O)c3ccc(C(=O)c4ccc(C(F)(F)F)cc4)cc3)cc2)CCN1. As a reaction SMILES: [CH3:1][CH:2]1[N:3]([C:37]([O:38][C:39]([CH3:40])([CH3:41])[CH3:42])=[O:43])[CH2:4][CH2:5][N:6]([CH2:8][c:9]2[cH:10][cH:11][c:12]([N:15]([C:16](=[O:17])[c:18]3[cH:19][cH:20][c:21]([C:24](=[O:25])[c:26]4[cH:27][cH:28][c:29]([C:32]([F:33])([F:34])[F:35])[cH:30][cH:31]4)[cH:22][cH:23]3)[CH3:36])[cH:13][cH:14]2)[CH2:7]1.[ClH:44].[O:45]1[CH2:46][CH2:47][O:48][CH2:49][CH2:50]1>>[CH3:1][CH:2]1[NH:3][CH2:4][CH2:5][N:6]([CH2:8][c:9]2[cH:10][cH:11][c:12]([N:15]([C:16](=[O:17])[c:18]3[cH:19][cH:20][c:21]([C:24](=[O:25])[c:26]4[cH:27][cH:28][c:29]([C:32]([F:33])([F:34])[F:35])[cH:30][cH:31]4)[cH:22][cH:23]3)[CH3:36])[cH:13][cH:14]2)[CH2:7]1.